Dataset: the Open Reaction Database (ORD), a public repository of structured organic reaction records. Task: describe an organic reaction: reactants, conditions, products, and yield Starting materials: FC(C(=O)O)(F)F.C(C)(C)(C)OC(N[C@H]1CN(CC1)C1=NC(=C2N=CN(C2=N1)[C@H]1[C@@H]([C@@H]([C@H](C1)NC(CC)=O)O)O)NCC(C1=CC=C(C=C1)O)C1=CC=C(C=C1)O)=O ({(R)-1-[6-[2,2-Bis-(4-hydroxy-phenyl)-ethylamino]-9-((1R,2S,3R,4S)-2,3-dihydroxy-4-propionylamino-cyclopentyl)-9H-purin-2-yl]-pyrrolidin-3-yl}-carbamic acid tert-butyl ester trifluoroacetate). Run in C(Cl)Cl (DCM), C(=O)(C(F)(F)F)O (TFA). The product is N[C@H]1CN(CC1)C1=NC(=C2N=CN(C2=N1)[C@H]1[C@@H]([C@@H]([C@H](C1)NC(CC)=O)O)O)NCC(C1=CC=C(C=C1)O)C1=CC=C(C=C1)O (N-((1S,2R,3S,4R)-4-{2-((R)-3-Amino-pyrrolidin-1-yl)-6-[2,2-bis-(4-hydroxy-phenyl)-ethylamino]-purin-9-yl}-2,3-dihydroxy-cyclopentyl)-propionamide). RXN SMILES: FC(F)(F)C(O)=O.C(OC(=O)[NH:14][C@@H:15]1[CH2:19][CH2:18][N:17]([C:20]2[N:28]=[C:27]3[C:23]([N:24]=[CH:25][N:26]3[C@@H:29]3[CH2:33][C@H:32]([NH:34][C:35](=[O:38])[CH2:36][CH3:37])[C@@H:31]([OH:39])[C@H:30]3[OH:40])=[C:22]([NH:41][CH2:42][CH:43]([C:51]3[CH:56]=[CH:55][C:54]([OH:57])=[CH:53][CH:52]=3)[C:44]3[CH:49]=[CH:48][C:47]([OH:50])=[CH:46][CH:45]=3)[N:21]=2)[CH2:16]1)(C)(C)C>C(Cl)Cl.C(O)(C(F)(F)F)=O>[NH2:14][C@@H:15]1[CH2:19][CH2:18][N:17]([C:20]2[N:28]=[C:27]3[C:23]([N:24]=[CH:25][N:26]3[C@@H:29]3[CH2:33][C@H:32]([NH:34][C:35](=[O:38])[CH2:36][CH3:37])[C@@H:31]([OH:39])[C@H:30]3[OH:40])=[C:22]([NH:41][CH2:42][CH:43]([C:44]3[CH:49]=[CH:48][C:47]([OH:50])=[CH:46][CH:45]=3)[C:51]3[CH:56]=[CH:55][C:54]([OH:57])=[CH:53][CH:52]=3)[N:21]=2)[CH2:16]1 |f:0.1|. Reported procedure: A solution of {(R)-1-[6-[2,2-Bis-(4-hydroxy-phenyl)-ethylamino]-9-((1R,2S,3R,4S)-2,3-dihydroxy-4-propionylamino-cyclopentyl)-9H-purin-2-yl]-pyrrolidin-3-yl}-carbamic acid tert-butyl ester trifluoroacetate (0.4 g, 0.57 mmol) in DCM (5 ml) and TFA (2.5 ml) is stirred at room temperature for 2 hours. The solvent is removed in vacuo to afford the title compound. Starting materials: CC#N (CH3CN), N1=CC(=CC=C1)C1=CC=C(S1)S(=O)(=O)Cl (5-pyridin-3-yl-thiophene-2-sulfonyl choride), Cl.N[C@@H]1C(N(CC1)CC=1C=C(C#N)C=CC1)=O (3-(3-(S)-amino-2-oxo-pyrrolidin-1-ylmethyl)-benzonitrile hydrochloride). Product: NC1=C(CN2C([C@H](CC2)NS(=O)(=O)C=2SC(=CC2)C=2C=NC=CC2)=O)C=C(C=C1)C#N (5-Pyridin-3-yl-thiophene-2-sulfonic acid [1-(2-amino-5-cyano-benzyl)-2-oxo-pyrrolidin-3-(S)-yl]-amide), crude product. As a reaction SMILES: [N:1]1[CH:6]=[CH:5][CH:4]=[C:3]([C:7]2[S:11][C:10]([S:12](Cl)(=[O:14])=[O:13])=[CH:9][CH:8]=2)[CH:2]=1.Cl.[NH2:17][C@H:18]1[CH2:22][CH2:21][N:20]([CH2:23][C:24]2[CH:25]=[C:26]([CH:29]=[CH:30][CH:31]=2)[C:27]#[N:28])[C:19]1=[O:32].CC#[N:35]>>[NH2:35][C:31]1[CH:30]=[CH:29][C:26]([C:27]#[N:28])=[CH:25][C:24]=1[CH2:23][N:20]1[CH2:21][CH2:22][C@H:18]([NH:17][S:12]([C:10]2[S:11][C:7]([C:3]3[CH:2]=[N:1][CH:6]=[CH:5][CH:4]=3)=[CH:8][CH:9]=2)(=[O:14])=[O:13])[C:19]1=[O:32] |f:1.2|. Procedure details: The title compound is prepared in CH3CN instead of CH2Cl2 as described in EXAMPLE 1, Part E using 5-pyridin-3-yl-thiophene-2-sulfonyl choride in place of benzo[b]thiophene-2-sulfonyl chloride and substituting 4-amino-[3-(3-(S)-amino-2-oxo-pyrrolidin-1-ylmethyl)]-benzonitrile dihydrochloride for 3-(3-(S)-amino-2-oxo-pyrrolidin-1-ylmethyl)-benzonitrile hydrochloride. The crude product is obtained by diluting with ethyl acetate and washing with saturated sodium bicarbonate (aq), water and brine. Th... Reported procedure: 1-methyl-5-oxoproline (0.050 g, 0.35 mmol, prepared in a manner analogous to that described above for example 51), N-(3-dimethylaminopropyl)-N′-ethylcarbodiimide hydrochloride (0.081 g, 0.42 mmol), 1-hydroxybenzotriazole (0.057 g, 0.42 mmol), N-ethyl morpholine (0.166 ml, 1.05 mmol) and (1-naphthalenylmethyl)amine were combined in dichloromethane (˜8 ml) and the mixture was stirred for ˜20 hrs at room temperature. The mixture was then washed with 2M aqueous hydrogen chloride (5 ml) and the organ... Reaction conditions: time 20 hour. RXN SMILES: [CH3:1][N:2]1[C:9](=[O:10])[CH2:8][CH2:7][C@H:3]1[C:4]([OH:6])=O.Cl.CN(C)CCCN=C=NCC.ON1C2C=CC=CC=2N=N1.C(N1CCOCC1)C.[C:41]1([CH2:51][NH2:52])[C:50]2[C:45](=[CH:46][CH:47]=[CH:48][CH:49]=2)[CH:44]=[CH:43][CH:42]=1>ClCCl>[CH3:1][N:2]1[C:9](=[O:10])[CH2:8][CH2:7][C@H:3]1[C:4]([NH:52][CH2:51][C:41]1[C:50]2[C:45](=[CH:46][CH:47]=[CH:48][CH:49]=2)[CH:44]=[CH:43][CH:42]=1)=[O:6] |f:1.2|. The solvent is ClCCl (dichloromethane). Product: CN1[C@H](C(=O)NCC2=CC=CC3=CC=CC=C23)CCC1=O (1-methyl-N-(1-naphthalenylmethyl)-5-oxoprolinamide). Reactants: CN1[C@H](C(=O)O)CCC1=O (1-methyl-5-oxoproline), C(C)N1CCOCC1 (N-ethyl morpholine), C1(=CC=CC2=CC=CC=C12)CN ((1-naphthalenylmethyl)amine), Cl.CN(CCCN=C=NCC)C (N-(3-dimethylaminopropyl)-N′-ethylcarbodiimide hydrochloride), ON1N=NC2=C1C=CC=C2 (1-hydroxybenzotriazole).